From a dataset of the Open Reaction Database (ORD), a public repository of structured organic reaction records. describe an organic reaction: reactants, conditions, products, and yield Run in C1(=CC=CC=C1)C.C(C)O.O (toluene ethanol water). Procedure details: Under argon atmosphere, a mixture of methyl 7-bromo-1,1-dioxo-2,3-dihydro-1-benzothiepine-4-carboxylate (0.80 g), 4-propylphenyl borate (0.435 g) and potassium carbonate (0.67 g) in toluene/ethanol/water (25/2.5/2.5 ml) was stirred at room temperature for 1 hour. To the mixture was added tetrakistriphenylphosphinepalladium (0.14 g), and the mixture was refluxed for 18 hours, cooled, extracted with ethyl acetate, washed with saturated brine, dried with magnesium sulfate and concentrated under red... Yields the product C(CC)C1=CC=C(C=C1)C=1C=CC2=C(C=C(CCS2(=O)=O)C(=O)OC)C1 (methyl 7-(4-propylphenyl)-1,1-dioxo-2,3-dihydro-1-benzothiepine-4-carboxylate). Reactants: BrC=1C=CC2=C(C=C(CCS2(=O)=O)C(=O)OC)C1 (methyl 7-bromo-1,1-dioxo-2,3-dihydro-1-benzothiepine-4-carboxylate), B(OC1=CC=C(C=C1)CCC)([O-])[O-] (4-propylphenyl borate), C([O-])([O-])=O.[K+].[K+] (potassium carbonate). The reagents and catalysts are C=1C=CC(=CC1)[P](C=2C=CC=CC2)(C=3C=CC=CC3)[Pd]([P](C=4C=CC=CC4)(C=5C=CC=CC5)C=6C=CC=CC6)([P](C=7C=CC=CC7)(C=8C=CC=CC8)C=9C=CC=CC9)[P](C=1C=CC=CC1)(C=1C=CC=CC1)C=1C=CC=CC1 (tetrakistriphenylphosphinepalladium). Conditions: time 1 hour. Yield: 62.3%. As a reaction SMILES: Br[C:2]1[CH:3]=[CH:4][C:5]2[S:11](=[O:13])(=[O:12])[CH2:10][CH2:9][C:8]([C:14]([O:16][CH3:17])=[O:15])=[CH:7][C:6]=2[CH:18]=1.B([O-])([O-])O[C:21]1[CH:26]=[CH:25][C:24]([CH2:27][CH2:28][CH3:29])=[CH:23][CH:22]=1.C(=O)([O-])[O-].[K+].[K+]>C1(C)C=CC=CC=1.C(O)C.O.C1C=CC([P]([Pd]([P](C2C=CC=CC=2)(C2C=CC=CC=2)C2C=CC=CC=2)([P](C2C=CC=CC=2)(C2C=CC=CC=2)C2C=CC=CC=2)[P](C2C=CC=CC=2)(C2C=CC=CC=2)C2C=CC=CC=2)(C2C=CC=CC=2)C2C=CC=CC=2)=CC=1>[CH2:27]([C:24]1[CH:25]=[CH:26][C:21]([C:2]2[CH:3]=[CH:4][C:5]3[S:11](=[O:13])(=[O:12])[CH2:10][CH2:9][C:8]([C:14]([O:16][CH3:17])=[O:15])=[CH:7][C:6]=3[CH:18]=2)=[CH:22][CH:23]=1)[CH2:28][CH3:29] |f:2.3.4,5.6.7,^1:52,54,73,92|. Reactants: ClC1=NC2=CC=C(C(=C2C=C1)NC(CC1CCCCC1)=O)Cl (N-(2,6-Dichloro-5-quinolinyl)-cyclohexaneacetamide), Example 1 ( a ), N1C[C@H](CC1)NCCC#N (3-[(3S)-3-pyrrolidinylamino]-propanenitrile). Solvent: C(C)N(CC)CC (triethylamine). The product is ClC=1C(=C2C=CC(=NC2=CC1)N1C[C@H](CC1)NCCC#N)NC(CC1CCCCC1)=O (N-[6-Chloro-2-[(3S)-3-[(2-cyanoethyl)amino]-1-pyrrolidinyl]-5-quinolinyl]-cyclohexaneacetamide). Isolated yield 47.9%. As a reaction SMILES: Cl[C:2]1[CH:11]=[CH:10][C:9]2[C:4](=[CH:5][CH:6]=[C:7]([Cl:22])[C:8]=2[NH:12][C:13](=[O:21])[CH2:14][CH:15]2[CH2:20][CH2:19][CH2:18][CH2:17][CH2:16]2)[N:3]=1.[NH:23]1[CH2:27][CH2:26][C@H:25]([NH:28][CH2:29][CH2:30][C:31]#[N:32])[CH2:24]1>C(N(CC)CC)C>[Cl:22][C:7]1[C:8]([NH:12][C:13](=[O:21])[CH2:14][CH:15]2[CH2:20][CH2:19][CH2:18][CH2:17][CH2:16]2)=[C:9]2[C:4](=[CH:5][CH:6]=1)[N:3]=[C:2]([N:23]1[CH2:27][CH2:26][C@H:25]([NH:28][CH2:29][CH2:30][C:31]#[N:32])[CH2:24]1)[CH:11]=[CH:10]2. Procedure: N-(2,6-Dichloro-5-quinolinyl)-cyclohexaneacetamide (Example 1 (a)) (0.4 g), 3-[(3S)-3-pyrrolidinylamino]-propanenitrile (Example 87(a)) (0.3 g) and triethylamine (0.6 mL) were heated within a microwave in a sealed 10 mL vial for 60 minutes at 120° C. The volatiles were removed under vacuum and the mixture purified (SiO2, methanol:dichloromethane 1:99 as eluant) to give the sub-titled compound (0.25 g). Reactants: OCCN1CCNCC1 (1-(2-hydroxyethyl)piperazine), C=C1CC(=O)O1 (diketene). The solvent is O1CCCC1 (tetrahydrofuran), O1CCCC1 (tetrahydrofuran). Reaction conditions: temperature 0 celsius, time 1 hour. Product: OCCN1CCN(CC1)C(CC(C)=O)=O (1-[4-(2-Hydroxyethyl)piperazin-1-yl]butane-1,3-dione). Yield: 70.8%. As a reaction SMILES: [OH:1][CH2:2][CH2:3][N:4]1[CH2:9][CH2:8][NH:7][CH2:6][CH2:5]1.[CH2:10]=[C:11]1[O:15][C:13](=[O:14])[CH2:12]1>O1CCCC1>[OH:1][CH2:2][CH2:3][N:4]1[CH2:9][CH2:8][N:7]([C:13](=[O:14])[CH2:12][C:11](=[O:15])[CH3:10])[CH2:6][CH2:5]1. Procedure details: A solution of 32.5 g (0.25 mol) 1-(2-hydroxyethyl)piperazine in 100 ml tetrahydrofuran was added dropwise to a solution of 20 g of diketene (0.24 mol) in 200 ml of tetrahydrofuran at −5 to 0° C. After 1 h stirring at 0° C. no more starting material was detected by thin layer chromatography. The reaction mixture was evaporated and the residue purified by column chromatography. This gave 36.10 g (0.17 mol, 71% yield) of a colorless oil. Reactants: ClCCl, CC(C)(C)OC(=O)N1CCN(S(=O)(=O)CC(F)(F)F)CC1, O=C(O)C(F)(F)F, [Na+], O=C([O-])O. The product is O=S(=O)(CC(F)(F)F)N1CCNCC1. As a reaction SMILES: [Cl:34][CH2:35][Cl:36].[F:1][C:2]([CH2:3][S:4](=[O:5])(=[O:6])[N:7]1[CH2:8][CH2:9][N:10]([C:13]([O:14][C:15]([CH3:16])([CH3:17])[CH3:18])=[O:19])[CH2:11][CH2:12]1)([F:20])[F:21].[F:22][C:23]([F:24])([F:25])[C:26]([OH:27])=[O:28].[Na+:33].[O-:29][C:30]([OH:31])=[O:32]>>[F:1][C:2]([CH2:3][S:4](=[O:5])(=[O:6])[N:7]1[CH2:8][CH2:9][NH:10][CH2:11][CH2:12]1)([F:20])[F:21].